Dataset: the Open Reaction Database (ORD), a public repository of structured organic reaction records. Task: describe an organic reaction: reactants, conditions, products, and yield The reactants are O1[C-]=NC(C1)=O (2-oxazolidone), [H-].[Na+] (sodium hydride), CN(C)C=O (DMF), BrC1=C(CBr)C=C(C=C1)C(F)(F)F (2-Bromo-5-(trifluoromethyl)benzyl bromide). Run in CCOC(=O)C (EtOAc), O (H2O). Run at temperature 0 celsius, time 10 minute. Product: BrC1=C(CN2C(OCC2)=O)C=C(C=C1)C(F)(F)F (3-(2-Bromo-5-trifluoromethyl-benzyl)-oxazolidin-2-one). Reaction SMILES: [O:1]1[CH2:5][C:4](=O)[N:3]=[C-:2]1.[H-].[Na+].[Br:9][C:10]1[CH:17]=[CH:16][C:15]([C:18]([F:21])([F:20])[F:19])=[CH:14][C:11]=1[CH2:12]Br.CN(C=[O:26])C>CCOC(C)=O.O>[Br:9][C:10]1[CH:17]=[CH:16][C:15]([C:18]([F:21])([F:20])[F:19])=[CH:14][C:11]=1[CH2:12][N:3]1[CH2:4][CH2:5][O:1][C:2]1=[O:26] |f:1.2|. Reported procedure: To 2-oxazolidone (0.110 g, 1.26 mmol) in DMF (4 mL) was added sodium hydride (60% in mineral oil; 0.056 g, 1.39 mmol), and the mixture was stirred at 0° C. for 10 minutes. 2-Bromo-5-(trifluoromethyl)benzyl bromide (0.420 g, 1.26 mmol) was added, and the reaction was stirred at 0° C. for 1 hour. The mixture was diluted with EtOAc and H2O, and the aqueous layer was separated and extracted with EtOAc. The combined organic layers were washed with brine, dried over MgSO4, filtered, and concentrated, ...